This data is from the Open Reaction Database (ORD), a public repository of structured organic reaction records. The task is: describe an organic reaction: reactants, conditions, products, and yield Starting materials: OC1=C(N)C=CC(=C1)[N+](=O)[O-] (2-hydroxy 4-nitro aniline), CC1=C(C=CC=C1)N=C=O (2-methyl phenyl isocyanate). The product is OC1=C(C=CC(=C1)[N+](=O)[O-])NC(=O)NC1=C(C=CC=C1)C (N-(2-hydroxy 4-nitro phenyl) N′-(2-methyl phenyl)urea). The yield is 66.1%. As a reaction SMILES: [OH:1][C:2]1[CH:8]=[C:7]([N+:9]([O-:11])=[O:10])[CH:6]=[CH:5][C:3]=1[NH2:4].[CH3:12][C:13]1[CH:18]=[CH:17][CH:16]=[CH:15][C:14]=1[N:19]=[C:20]=[O:21]>>[OH:1][C:2]1[CH:8]=[C:7]([N+:9]([O-:11])=[O:10])[CH:6]=[CH:5][C:3]=1[NH:4][C:20]([NH:19][C:14]1[CH:15]=[CH:16][CH:17]=[CH:18][C:13]=1[CH3:12])=[O:21]. Procedure details: The urea was prepared from 2-hydroxy 4-nitro aniline (308 mg, 2 mmol) and 2-methyl phenyl isocyanate (2 mmol) by general Method B. It was purified by dilution with methylene chloride and precipitation with hexane. Filtering afforded the title compound (0.38 g, 53%). EI-MS m/z 288 (M+H)+ Reactants: COC=1C=C(C=CC1[N+](=O)[O-])C1=NN=C(N1)C (3-(3-methoxy-4-nitrophenyl)-5-methyl-4H-[1,2,4]triazole). The reagents and catalysts are [Pd] (Pd/C). Run in C1CCOC1 (THF). The product is COC1=C(C=CC(=C1)C1=NN=C(N1)C)N (2-methoxy-4-(5-methyl-4H-[1,2,4]triazol-3-yl)phenylamine). As a reaction SMILES: [CH3:1][O:2][C:3]1[CH:4]=[C:5]([C:12]2[NH:16][C:15]([CH3:17])=[N:14][N:13]=2)[CH:6]=[CH:7][C:8]=1[N+:9]([O-])=O>C1COCC1.[Pd]>[CH3:1][O:2][C:3]1[CH:4]=[C:5]([C:12]2[NH:16][C:15]([CH3:17])=[N:14][N:13]=2)[CH:6]=[CH:7][C:8]=1[NH2:9]. Procedure: was prepared by hydrogenating 100 mg of 3-(3-methoxy-4-nitrophenyl)-5-methyl-4H-[1,2,4]triazole in the presence of Pd/C in THF and used further without further purification. Product: Cn1c(Nc2cc(C(F)(F)F)ccc2F)nc2cc(Oc3ccnc(C(=O)O)c3)ccc21. Reaction SMILES: [C:1]([O:2][C:3]([c:4]1[cH:5][c:6]([O:7][c:8]2[cH:9][cH:10][c:11]([NH:12][CH3:13])[c:14]([NH2:15])[cH:16]2)[cH:17][cH:18][n:19]1)=[O:20])([CH3:21])([CH3:22])[CH3:23].[C:44]([CH3:45])([CH3:46])([CH3:47])[O:48][C:49](=[O:50])[c:51]1[n:52][cH:53][cH:54][c:55]([O:57][c:58]2[cH:59][c:60]3[c:61]([n:62]([CH3:77])[c:63]([NH:65][c:66]4[c:67]([F:76])[cH:68][cH:69][c:70]([C:72]([F:73])([F:74])[F:75])[cH:71]4)[n:64]3)[cH:78][cH:79]2)[cH:56]1.[CH2:89]([Cl:90])[Cl:91].[CH3:87][OH:88].[F:27][c:28]1[cH:29][cH:30][c:31]([C:32]([F:33])([F:34])[F:35])[cH:36][cH:37]1.[I:42][CH3:43].[N-:24]=[C:25]=[S:26].[NH2:38][C:39](=[S:40])[NH2:41].[OH:80][C:81]([C:82]([F:83])([F:84])[F:85])=[O:86]>>[O:48]=[C:49]([OH:50])[c:51]1[n:52][cH:53][cH:54][c:55]([O:57][c:58]2[cH:59][c:60]3[c:61]([n:62]([CH3:77])[c:63]([NH:65][c:66]4[c:67]([F:76])[cH:68][cH:69][c:70]([C:72]([F:73])([F:74])[F:75])[cH:71]4)[n:64]3)[cH:78][cH:79]2)[cH:56]1. Starting materials: CNc1ccc(Oc2ccnc(C(=O)OC(C)(C)C)c2)cc1N, Cn1c(Nc2cc(C(F)(F)F)ccc2F)nc2cc(Oc3ccnc(C(=O)OC(C)(C)C)c3)ccc21, ClCCl, CO, Fc1ccc(C(F)(F)F)cc1, CI, [N-]=C=S, NC(N)=S, O=C(O)C(F)(F)F. Reactants: C(C)(=O)OC1=CC=C(C=C1)C(NC1=C(C=CC(=C1)C1=CC(CC1)=O)N)=O (4-(2-Amino-5-(3-oxocyclopent-1-enyl)phenylcarbamoyl)phenyl acetate), O.O.O.O.O.O.O.[Cl-].[Ce+3].[Cl-].[Cl-] (cerium (III) chloride heptahydrate), [BH4-].[Na+] (sodium borohydride). The solvent is C(Cl)Cl (DCM), CO (MeOH). Reaction conditions: time 15 minute. Product: title compounds 261, NC1=C(C=C(C=C1)C1=CC(CC1)O)NC(C1=CC=C(C=C1)O)=O (N-(2-Amino-5-(3-hydroxycyclopent-1-enyl)phenyl)-4-hydroxybenzamide). The yield is 0.8%. RXN SMILES: C([O:4][C:5]1[CH:10]=[CH:9][C:8]([C:11](=[O:26])[NH:12][C:13]2[CH:18]=[C:17]([C:19]3[CH2:23][CH2:22][C:21](=[O:24])[CH:20]=3)[CH:16]=[CH:15][C:14]=2[NH2:25])=[CH:7][CH:6]=1)(=O)C.O.O.O.O.O.O.O.[Cl-].[Ce+3].[Cl-].[Cl-].[BH4-].[Na+]>C(Cl)Cl.CO>[NH2:25][C:14]1[CH:15]=[CH:16][C:17]([C:19]2[CH2:23][CH2:22][CH:21]([OH:24])[CH:20]=2)=[CH:18][C:13]=1[NH:12][C:11](=[O:26])[C:8]1[CH:7]=[CH:6][C:5]([OH:4])=[CH:10][CH:9]=1 |f:1.2.3.4.5.6.7.8.9.10.11,12.13|. Procedure details: To a stirring solution of amine 260 (0.11 g, 6.31 mmol) in DCM (9 mL) and cerium (III) chloride heptahydrate (0.37 g, 0.93 mmol) in MeOH (6 mL) at −78° C. was added sodium borohydride (60 mg, 0.93 mmol) in one portion. The reaction mixture was allowed to warm to room temperature and stirred for 15 min then concentrated. Purifications by flash chromatography (eluent: 5% MeOH in DCM) followed by chromatotron (same eluent) provided the title compounds 261 (15 mg, 14% yield) and 262 (15 mg, 16% yiel... Reactants: N1=CC(=CC=C1)C=1C=C2C=NN(C2=CC1)COCC[Si](C)(C)C (5-Pyridin-3-yl-1-(2-trimethylsilanyl-ethoxymethyl)-1H-indazole), C(CN)N (ethylenediamine). Run in [F-].C(CCC)[N+](CCCC)(CCCC)CCCC (tetrabutylammonium fluoride), C1CCOC1 (THF). Product: N1=CC(=CC=C1)C=1C=C2C=NNC2=CC1 (5-pyridin-3-yl-1H-indazole). Isolated yield 100.8%. As a reaction SMILES: [N:1]1[CH:6]=[CH:5][CH:4]=[C:3]([C:7]2[CH:8]=[C:9]3[C:13](=[CH:14][CH:15]=2)[N:12](COCC[Si](C)(C)C)[N:11]=[CH:10]3)[CH:2]=1.C(N)CN>[F-].C([N+](CCCC)(CCCC)CCCC)CCC.C1COCC1>[N:1]1[CH:6]=[CH:5][CH:4]=[C:3]([C:7]2[CH:8]=[C:9]3[C:13](=[CH:14][CH:15]=2)[NH:12][N:11]=[CH:10]3)[CH:2]=1 |f:2.3|. Procedure details: 5-Pyridin-3-yl-1-(2-trimethylsilanyl-ethoxymethyl)-1H-indazole (Preparation #17c, 100 mg, 0.31 mmol) and ethylenediamine (133 μL, 2.00 mmol) were dissolved in 1M tetrabutylammonium fluoride in THF (4.0 mL) and the mixture was heated at reflux for about 2 hours. The reactions was cooled to ambient temperature and concentrated under reduced pressure. The residue was dissolved in EtOAc (25 mL), washed with water (2×10 mL) and concentrated under reduced pressure. The crude product was further purifi... Starting materials: solution, [Al].[Li].[H-] (lithium-aluminum hydride), C(C#CC)O (2-butin-1-ol), C(C)(=O)OCC (ethyl acetate), C(CCC)[Sn](CCCC)(CCCC)C[O-] (tri(n-butyl)stannyl-methanolate). The solvent is C1CCOC1 (THF), O (water), C1CCOC1 (THF), CO (methanol). Run at temperature 0 celsius, time 36 hour. Yields the product C(CCC)[Sn](\C(=C/CO)\C)(CCCC)CCCC ((Z)-3-Tributylstannanyl-but-2-en-1-ol). As a reaction SMILES: [Al].[Li].[H-].[CH2:4]([OH:8])[C:5]#[C:6][CH3:7].C(OCC)(=O)C.[CH2:15]([Sn:19](C[O-])([CH2:24][CH2:25][CH2:26][CH3:27])[CH2:20][CH2:21][CH2:22][CH3:23])[CH2:16][CH2:17][CH3:18]>C1COCC1.O.CO>[CH2:24]([Sn:19]([CH2:15][CH2:16][CH2:17][CH3:18])([CH2:20][CH2:21][CH2:22][CH3:23])/[C:6](/[CH3:7])=[CH:5]\[CH2:4][OH:8])[CH2:25][CH2:26][CH3:27] |f:0.1.2,^1:1|. Procedure: To 156.9 ml (156.9 mmol) of a 1 molar solution of lithium-aluminum-hydride in THF 0.77 g (14.3 mmol) sodium methylate have been added and the temperature has been lowered to 0° C. afterwards. Then a solution of 10.0 g (142.7 mmol) 2-butin-1-ol in 108 ml THF has been added dropwise with stirring at this temperature. Stirring was continued for 36 h at 4° C. Thereafter, at about 0° C., 28.6 ml (292.5 mmol) ethyl acetate was-added slowly while stirring. A strongly exothermic reaction was observed. S... The reactants are BrC1=C(C=C(C=C1)F)N1N=CN=C1 (1-(2-bromo-5-fluorophenyl)-1H-1,2,4-triazole), C=O (formaline). Conditions: temperature 150 celsius. The product is BrC1=C(C=C(C=C1)F)N1N=CN=C1CO ((2-(2-Bromo-5-fluorophenyl)-2H-1,2,4-triazol-3-yl)methanol). As a reaction SMILES: [Br:1][C:2]1[CH:7]=[CH:6][C:5]([F:8])=[CH:4][C:3]=1[N:9]1[CH:13]=[N:12][CH:11]=[N:10]1.[CH2:14]=[O:15]>>[Br:1][C:2]1[CH:7]=[CH:6][C:5]([F:8])=[CH:4][C:3]=1[N:9]1[C:13]([CH2:14][OH:15])=[N:12][CH:11]=[N:10]1. Procedure: A suspension of 1-(2-bromo-5-fluorophenyl)-1H-1,2,4-triazole (3.63 g, 15 mmol) in 37% formaline (15 mL) in a sealed vessel was stirred in an oil bath heated at 150° C. for 9.5 h. After cooling, the mixture was extracted with CH2Cl2 (15 mL×2) and the combined extracts were washed with brine, dried (Na2SO4), filtered and concentrated. The residual crude oil was purified by column chromatography (SiO2, 0–7% MeOH/CH2Cl2) followed by trituration with Et2O to obtain 430 mg of the title compound as whi... Reactants: C(C)OC=1C=C(C=CC1)CC(=O)OC (methyl 3-ethoxyphenylacetate). Solvent: CO (methanol), [OH-].[Na+] (NaOH). The product is C(C)OC=1C=C(C=CC1)CC(=O)O (3-ethoxyphenyl acetic acid). Yield: 103.4%. RXN SMILES: [CH2:1]([O:3][C:4]1[CH:5]=[C:6]([CH2:10][C:11]([O:13]C)=[O:12])[CH:7]=[CH:8][CH:9]=1)[CH3:2]>CO.[OH-].[Na+]>[CH2:1]([O:3][C:4]1[CH:5]=[C:6]([CH2:10][C:11]([OH:13])=[O:12])[CH:7]=[CH:8][CH:9]=1)[CH3:2] |f:2.3|. Procedure details: A solution of methyl 3-ethoxyphenylacetate (92.6 g, 0.4 mole) in methanol (600 ml) and 6.25 N NaOH (400 ml) was stirred overnight at room temperature and then filtered and concentrated in vacuo to remove the methanol. The solution was adjusted to pH 1 with concentrated HCl, the resulting precipitate filtered, washed with ice water, and dried under high vacuum to give 3-ethoxyphenyl acetic acid (74.5 g). M.p=89-90° C. 1H NMR (DMSO-d6, 200 MHz) δ: 1.30 (6, J=7 Hz, 3H, CH3), 3.50 (s, 2H, ArCH2), 3....